Dataset: the Open Reaction Database (ORD), a public repository of structured organic reaction records. Task: describe an organic reaction: reactants, conditions, products, and yield Reactants: C(C)(C)(C)OC(NC1CCC(CC1)NC1=NC=C2C(=N1)NN=C2C2=NC(=NC=C2)NCC2=CC=C(C=C2)Cl)=O ((4-{3-[2-(4-chloro-benzylamino)-pyrimidin-4-yl]-1H-pyrazolo[3,4-d]pyrimidin-6-ylamino}-cyclohexyl)-carbamic acid tert-butyl ester). Run in CO (methanol), Cl (HCl). Product: ClC1=CC=C(CNC2=NC=CC(=N2)C2=NNC3=NC(=NC=C32)NC3CCC(CC3)N)C=C1 (N-{3-[2-(4-chloro-benzylamino)-pyrimidin-4-yl]-1H-pyrazolo[3,4-d]pyrimidin-6-yl}-cyclohexane-1,4-diamine). RXN SMILES: C(OC(=O)[NH:7][CH:8]1[CH2:13][CH2:12][CH:11]([NH:14][C:15]2[N:20]=[C:19]3[NH:21][N:22]=[C:23]([C:24]4[CH:29]=[CH:28][N:27]=[C:26]([NH:30][CH2:31][C:32]5[CH:37]=[CH:36][C:35]([Cl:38])=[CH:34][CH:33]=5)[N:25]=4)[C:18]3=[CH:17][N:16]=2)[CH2:10][CH2:9]1)(C)(C)C>CO.Cl>[Cl:38][C:35]1[CH:36]=[CH:37][C:32]([CH2:31][NH:30][C:26]2[N:25]=[C:24]([C:23]3[C:18]4[C:19](=[N:20][C:15]([NH:14][CH:11]5[CH2:10][CH2:9][CH:8]([NH2:7])[CH2:13][CH2:12]5)=[N:16][CH:17]=4)[NH:21][N:22]=3)[CH:29]=[CH:28][N:27]=2)=[CH:33][CH:34]=1. Procedure: To a solution of (4-{3-[2-(4-chloro-benzylamino)-pyrimidin-4-yl]-1H-pyrazolo[3,4-d]pyrimidin-6-ylamino}-cyclohexyl)-carbamic acid tert-butyl ester (19 mg, 0.034 mmol) in methanol (30 mL) was bubbled in HCl (gas) for 3 hours at room temperature. The mixture was then concentrated by evaporation to afford N-{3-[2-(4-chloro-benzylamino)-pyrimidin-4-yl]-1H-pyrazolo[3,4-d]pyrimidin-6-yl}-cyclohexane-1,4-diamine; hydrochloride. (Yield 15 mg, 78.9%). The reactants are CCOC(C)=O, CC(=O)O, O, O=S(=O)(O)O, N#CCCOCCc1ccc2sccc2c1. The product is O=C(O)CCOCCc1ccc2sccc2c1. RXN SMILES: [CH3:23][CH2:24][O:25][C:26](=[O:27])[CH3:28].[CH3:29][C:30]([OH:31])=[O:32].[OH2:17].[S:18](=[O:19])(=[O:20])([OH:21])[OH:22].[s:1]1[cH:2][cH:3][c:4]2[c:5]1[cH:6][cH:7][c:8]([CH2:10][CH2:11][O:12][CH2:13][CH2:14][C:15]#[N:16])[cH:9]2>>[s:1]1[cH:2][cH:3][c:4]2[c:5]1[cH:6][cH:7][c:8]([CH2:10][CH2:11][O:12][CH2:13][CH2:29][C:30]([OH:31])=[O:32])[cH:9]2. Starting materials: NCc1ccc(Br)cc1F, NCc1ccc(Br)cc1F, Cc1ccccc1, O=C(Cl)Cl, Cl, Cl. Yields the product O=C=NCc1ccc(Br)cc1F. Reaction SMILES: [Br:13][c:14]1[cH:15][cH:16][c:17]([CH2:18][NH2:19])[c:20]([F:21])[cH:22]1.[Br:1][c:2]1[cH:3][c:4]([F:10])[c:5]([CH2:6][NH2:7])[cH:8][cH:9]1.[CH3:27][c:28]1[cH:29][cH:30][cH:31][cH:32][cH:33]1.[Cl:23][C:24]([Cl:25])=[O:26].[ClH:11].[ClH:12]>>[Br:1][c:2]1[cH:3][c:4]([F:10])[c:5]([CH2:6][N:7]=[C:24]=[O:26])[cH:8][cH:9]1. Starting materials: CCCS(=O)(=O)N1CCC(CN)(c2ncccc2Br)CC1, CCN(C(C)C)C(C)C, O=C(Cl)c1ccc(Cl)cc1Cl, ClCCl, Cl, [Na+], [Na+], O=C([O-])[O-]. The product is CCCS(=O)(=O)N1CCC(CNC(=O)c2ccc(Cl)cc2Cl)(c2ncccc2Br)CC1. Reaction SMILES: [Br:2][c:3]1[c:4]([C:9]2([CH2:21][NH2:22])[CH2:10][CH2:11][N:12]([S:15](=[O:16])(=[O:17])[CH2:18][CH2:19][CH3:20])[CH2:13][CH2:14]2)[n:5][cH:6][cH:7][cH:8]1.[CH:23]([N:24]([CH2:25][CH3:26])[CH:27]([CH3:28])[CH3:29])([CH3:30])[CH3:31].[Cl:32][c:33]1[c:34]([C:35](=[O:36])[Cl:37])[cH:38][cH:39][c:40]([Cl:42])[cH:41]1.[Cl:49][CH2:50][Cl:51].[ClH:1].[Na+:43].[Na+:44].[O-:45][C:46](=[O:47])[O-:48]>>[Br:2][c:3]1[c:4]([C:9]2([CH2:21][NH:22][C:35]([c:34]3[c:33]([Cl:32])[cH:41][c:40]([Cl:42])[cH:39][cH:38]3)=[O:36])[CH2:10][CH2:11][N:12]([S:15](=[O:16])(=[O:17])[CH2:18][CH2:19][CH3:20])[CH2:13][CH2:14]2)[n:5][cH:6][cH:7][cH:8]1. Starting materials: Cl (hydrochloric acid), Cl (hydrochloric acid), cuprous chloride, FC1=C(N)C(=CC=C1)F (2,6-difluoroaniline), N(=O)[O-].[Na+] (sodium nitrite). Run in O (water). Run at temperature 60 celsius, time 30 minute. The product is ClC1=C(C=CC=C1F)F (2-chloro-1,3-difluorobenzene). The yield is 83.5%. Reaction SMILES: [ClH:1].[F:2][C:3]1[CH:9]=[CH:8][CH:7]=[C:6]([F:10])[C:4]=1N.N([O-])=O.[Na+]>O>[Cl:1][C:4]1[C:3]([F:2])=[CH:9][CH:8]=[CH:7][C:6]=1[F:10] |f:2.3|. Procedure: 550 g of hydrochloric acid was added to a reactor having 270 g of water placed therein, and 129 g of 2,6-difluoroaniline (b1) was further added thereto, followed by stirring for 30 minutes at 60° C. Thereafter, the mixture was cooled to −10° C., and 192.5 g of a 37.6% sodium nitrite aqueous solution was added dropwise thereto over 30 minutes in a temperature range of −10 to −5° C., followed by stirring for 30 minutes at −10° C. The resulting reaction mixture was added to another reactor having 1... Product: O=C1N(CCC1)CC(=O)N1[C@H](C(=O)O)CCC1 (N-[(2-oxo-1-pyrrolidinyl)acetyl]-L-proline). Isolated yield 89.5%. Solvent: CO (methanol). Conditions: time 3 hour. As a reaction SMILES: C[O:2][C:3](=[O:18])[C@@H:4]1[CH2:8][CH2:7][CH2:6][N:5]1[C:9](=[O:17])[CH2:10][N:11]1[CH2:15][CH2:14][CH2:13][C:12]1=[O:16].[OH-].[Na+].Cl>CO>[O:16]=[C:12]1[CH2:13][CH2:14][CH2:15][N:11]1[CH2:10][C:9]([N:5]1[CH2:6][CH2:7][CH2:8][C@H:4]1[C:3]([OH:18])=[O:2])=[O:17] |f:1.2|. Reported procedure: To a solution of N-[(2-oxo-1-pyrrolidinyl)acetyl]-L-proline methyl ester (5.06 g) in methanol (40 ml) was added dropwise a 2N sodium hydroxide solution (12 ml) under ice-cooling, and the mixture was stirred at room temperature for 3 hours. To the reaction mixture was added 3N hydrochloric acid under ice-cooling to adjust the mixture to pH 5. The reaction mixture was concentrated to dryness, suspended in chloroform and filtered. The filtrate was concentrated to give 4.28 g of N-[(2-oxo-1-pyrrolid... Starting materials: COC([C@H]1N(CCC1)C(CN1C(CCC1)=O)=O)=O (N-[(2-oxo-1-pyrrolidinyl)acetyl]-L-proline methyl ester), [OH-].[Na+] (sodium hydroxide), Cl (hydrochloric acid). Reactants: C([O-])([O-])=O.[Na+].[Na+] (sodium carbonate), C(C)OC(C1=CN=CC(=C1)C1=CC(=C(C=C1)C#N)F)=O (5-(4-cyano-3-fluoro-phenyl)-nicotinic acid ethyl ester), C(C)(=O)[O-].[K+] (potassium acetate), C1COCCOCCOCCOCCOCCO1 (18-crown-6 ether). Solvent: CC#N (MeCN). Reaction conditions: time 8 hour. Product: C(C)OC(C1=CN=CC(=C1)C1=CC(=C(C=C1)C#N)O)=O (5-(4-cyano-3-hydroxy-phenyl)-nicotinic acid ethyl ester). RXN SMILES: [CH2:1]([O:3][C:4](=[O:20])[C:5]1[CH:10]=[C:9]([C:11]2[CH:16]=[CH:15][C:14]([C:17]#[N:18])=[C:13](F)[CH:12]=2)[CH:8]=[N:7][CH:6]=1)[CH3:2].C([O-])(=[O:23])C.[K+].C1OCCOCCOCCOCCOCCOC1.C(=O)([O-])[O-].[Na+].[Na+]>CC#N>[CH2:1]([O:3][C:4](=[O:20])[C:5]1[CH:10]=[C:9]([C:11]2[CH:16]=[CH:15][C:14]([C:17]#[N:18])=[C:13]([OH:23])[CH:12]=2)[CH:8]=[N:7][CH:6]=1)[CH3:2] |f:1.2,4.5.6|. Reported procedure: A mixture of 5-(4-cyano-3-fluoro-phenyl)-nicotinic acid ethyl ester from Example 1a, potassium acetate (2 equiv.), and 18-crown-6 ether (2 equiv.) in MeCN is heated at reflux in 36 h. The mixture is cooled, aqueous sodium carbonate is added and stirred at room temperature overnight. The mixture was extracted with ether (discarded). The aqueous layer is neutralized with 1N HCl, extracted with EtOAc, dried over MgSO4, and concentrated. Purification by flash column chromatography gives 5-(4-cyano-3... Reactants: CCO, [Cl-], CC(C)n1c(=O)oc2cc([N+](=O)[O-])cc(F)c21, [Fe], [NH4+], O. Yields the product CC(C)n1c(=O)oc2cc(N)cc(F)c21. RXN SMILES: [CH3:20][CH2:21][OH:22].[Cl-:18].[F:1][c:2]1[cH:3][c:4]([N+:15]([O-:16])=[O:17])[cH:5][c:6]2[c:7]1[n:8]([CH:12]([CH3:13])[CH3:14])[c:9](=[O:11])[o:10]2.[Fe:24].[NH4+:19].[OH2:23]>>[F:1][c:2]1[cH:3][c:4]([NH2:15])[cH:5][c:6]2[c:7]1[n:8]([CH:12]([CH3:13])[CH3:14])[c:9](=[O:11])[o:10]2.